From a dataset of the Open Reaction Database (ORD), a public repository of structured organic reaction records. describe an organic reaction: reactants, conditions, products, and yield Starting materials: CS(=O)(=O)OS(=O)(=O)C (methanesulfonic anhydride), C(C)(C)N (isopropylamine), OCC1=CC=C2C(CCOC2=C1)NC(CC(C1=CC=CC=C1)NS(=O)(=O)C1=CC2=CC=CC=C2C=C1)=O (N-(7-Hydroxymethyl-chroman-4-yl)-3-(naphthalen-2-yl-sulfonylamino)-3-phenyl-propionamide), CCN(C(C)C)C(C)C (DIEA). Run in C1CCOC1 (THF), C(Cl)(Cl)Cl (CHCl3). Reaction conditions: temperature 0 celsius, time 3.5 hour. Yields the product C(C)(C)NCC1=CC=C2C(CCOC2=C1)NC(CC(C1=CC=CC=C1)NS(=O)(=O)C1=CC2=CC=CC=C2C=C1)=O (N-[7-(isopropylamino-methyl)-chroman-4-yl]-3-(naphthalen-2-yl-sulfonylamino)-3-phenyl-propionamide). Reaction SMILES: O[CH2:2][C:3]1[CH:12]=[C:11]2[C:6]([CH:7]([NH:13][C:14](=[O:37])[CH2:15][CH:16]([NH:23][S:24]([C:27]3[CH:36]=[CH:35][C:34]4[C:29](=[CH:30][CH:31]=[CH:32][CH:33]=4)[CH:28]=3)(=[O:26])=[O:25])[C:17]3[CH:22]=[CH:21][CH:20]=[CH:19][CH:18]=3)[CH2:8][CH2:9][O:10]2)=[CH:5][CH:4]=1.CCN(C(C)C)C(C)C.CS(OS(C)(=O)=O)(=O)=O.[CH:56]([NH2:59])([CH3:58])[CH3:57]>C1COCC1.C(Cl)(Cl)Cl>[CH:56]([NH:59][CH2:2][C:3]1[CH:12]=[C:11]2[C:6]([CH:7]([NH:13][C:14](=[O:37])[CH2:15][CH:16]([NH:23][S:24]([C:27]3[CH:36]=[CH:35][C:34]4[C:29](=[CH:30][CH:31]=[CH:32][CH:33]=4)[CH:28]=3)(=[O:26])=[O:25])[C:17]3[CH:18]=[CH:19][CH:20]=[CH:21][CH:22]=3)[CH2:8][CH2:9][O:10]2)=[CH:5][CH:4]=1)([CH3:58])[CH3:57]. Procedure details: N-(7-Hydroxymethyl-chroman-4-yl)-3-(naphthalen-2-yl-sulfonylamino)-3-phenyl-propionamide (Step A) (0.050 g, 0.010 mmol) and DIEA (0.038 g, 0.030 mmol) were dissolved in THF (1.5 mL). The solution was cooled to 0° C. and methanesulfonic anhydride (0.023 g, 0.014 mmol) was added. After the reaction was stirred for 3.5 h, isopropylamine (0.14 g, 2.3 mmol) was added and the solution was stirred at RT overnight. The reaction was diluted with CHCl3 and washed with brine. The aqueous phase was extracte... Reactants: Cc1nc(C)c(C(=O)O)s1, O=C(Cl)Cl, Cc1ccccc1C. Product: Cc1nc(C)c(C(=O)O)s1, [Cl-]. As a reaction SMILES: [CH3:1][c:2]1[s:3][c:4]([C:8](=[O:9])[OH:10])[c:5]([CH3:7])[n:6]1.[Cl:11][C:12](=[O:13])[Cl:14].[c:15]1([CH3:16])[c:17]([CH3:18])[cH:19][cH:20][cH:21][cH:22]1>>[CH3:1][c:2]1[s:3][c:4]([C:8](=[O:9])[OH:10])[c:5]([CH3:7])[n:6]1.[Cl-:11].